This data is from the Open Reaction Database (ORD), a public repository of structured organic reaction records. The task is: describe an organic reaction: reactants, conditions, products, and yield RXN SMILES: [F:1][C:2]1[CH:7]=[C:6](F)[C:5]([N+:9]([O-:11])=[O:10])=[CH:4][C:3]=1[C:12]1[C:13](=[O:23])[N:14]([CH3:22])[C:15]([C:18]([F:21])([F:20])[F:19])=[CH:16][N:17]=1.[F-].[K+].[C:26]([O:30][CH2:31][CH2:32][CH2:33][CH3:34])(=[O:29])[CH2:27][OH:28].O>O1CCOCC1>[CH2:31]([O:30][C:26]([CH2:27][O:28][C:6]1[C:5]([N+:9]([O-:11])=[O:10])=[CH:4][C:3]([C:12]2[C:13](=[O:23])[N:14]([CH3:22])[C:15]([C:18]([F:20])([F:21])[F:19])=[CH:16][N:17]=2)=[C:2]([F:1])[CH:7]=1)=[O:29])[CH2:32][CH2:33][CH3:34] |f:1.2|. The solvent is O1CCOCC1 (1,4-dioxane). Starting materials: FC1=C(C=C(C(=C1)F)[N+](=O)[O-])C=1C(N(C(=CN1)C(F)(F)F)C)=O (3-(2,4-difluoro-5-nitrophenyl)-1-methyl-6-trifluoromethyl-2-oxo-1,2-dihydropyrazine), FC1=C(C=C(C(=C1)F)[N+](=O)[O-])C=1C(N(C(=CN1)C(F)(F)F)C)=O (3-(2,4-difluoro-5-nitrophenyl)-1-methyl-6-trifluoromethyl-2-oxo-1,2-dihydropyrazine), [F-].[K+] (potassium fluoride), C(CO)(=O)OCCCC (butyl glycolate), O (water). The product is C(CCC)OC(=O)COC1=CC(=C(C=C1[N+](=O)[O-])C=1C(N(C(=CN1)C(F)(F)F)C)=O)F (3-[4-(butoxycarbonylmethoxy)-2-fluoro5-nitrophenyl]-1-methyl-6-trifluoromethyl-2-oxo-1,2-dihydropyrazine). Isolated yield 82.4%. Reported procedure: Then, 7.61 g of 3-(2,4-difluoro-5-nitrophenyl)-1-methyl-6-trifluoromethyl-2-oxo-1,2-dihydropyrazine (present compound 1-16) was dissolved in 10 ml of 1,4-dioxane, to which 5.28 g of potassium fluoride and 9.0 g of butyl glycolate were added, and the mixture was heated under reflux for 1.5 hours. After completion of the reaction, the reaction mixture was left cooling to room temperature. The reaction mixture was poured into water, followed by extraction with ethyl acetate. The organic layer was w... Starting materials: COC([C@H](CNC(=O)OC(C)(C)C)NC(=O)C=1SC(=CC1C#N)C(NCC1=CC(=CC=C1)O)=O)=O ((S)-3-tert-Butoxycarbonylamino-2-{[3-cyano-5-(3-hydroxy-benzylcarbamoyl)-thiophene-2-carbonyl]-amino}-propionic acid methyl ester), Cl (Hydrogen Chloride). Solvent: O1CCOCC1 (Dioxane). Product: Cl.COC([C@H](CN)NC(=O)C=1SC(=CC1C#N)C(NCC1=CC(=CC=C1)O)=O)=O ((S)-3-Amino-2-{[3-cyano-5-(3-hydroxy-benzylcarbamoyl)-thiophene-2-carbonyl]-amino}-propionic acid methyl ester hydrochloride). Reaction SMILES: [CH3:1][O:2][C:3](=[O:35])[C@@H:4]([NH:14][C:15]([C:17]1[S:18][C:19]([C:24](=[O:34])[NH:25][CH2:26][C:27]2[CH:32]=[CH:31][CH:30]=[C:29]([OH:33])[CH:28]=2)=[CH:20][C:21]=1[C:22]#[N:23])=[O:16])[CH2:5][NH:6]C(OC(C)(C)C)=O.[ClH:36]>O1CCOCC1>[ClH:36].[CH3:1][O:2][C:3](=[O:35])[C@@H:4]([NH:14][C:15]([C:17]1[S:18][C:19]([C:24](=[O:34])[NH:25][CH2:26][C:27]2[CH:32]=[CH:31][CH:30]=[C:29]([OH:33])[CH:28]=2)=[CH:20][C:21]=1[C:22]#[N:23])=[O:16])[CH2:5][NH2:6] |f:3.4|. Procedure: A solution of (S)-3-tert-Butoxycarbonylamino-2-{[3-cyano-5-(3-hydroxy-benzylcarbamoyl)-thiophene-2-carbonyl]-amino}-propionic acid methyl ester (0.033 g, 0.066 mmol)) and 4.0M Hydrogen Chloride in Dioxane (5 mL) was stirred at room temperature 1 h and evaporated to give crude product which was used without further purification. The reactants are C1OC=2C=C(CCN)C=CC2O1 (3,4-methylenedioxyphenethylamine), COC(C1=CC=C(C=C1)C=1N=C(C2=C(N1)SC(=C2)C(F)(F)F)Cl)=O (4-(4-chloro-6-trifluoromethyl-thieno-[2,3-d]-pyrimidin-2-yl)-benzoic acid methylester). Product: COC(C1=CC=C(C=C1)C=1N=C(C2=C(N1)SC(=C2)C(F)(F)F)NCCC2=CC1=C(C=C2)OCO1)=O (4-[4-(3,4-methylenedioxyphenethylamino)-6-trifluoromethyl-thieno-[2,3-d]-pyrimidin-2-yl]-benzoic acid methylester). RXN SMILES: [CH2:1]1[O:12][C:11]2[CH:10]=[CH:9][C:5]([CH2:6][CH2:7][NH2:8])=[CH:4][C:3]=2[O:2]1.[CH3:13][O:14][C:15](=[O:36])[C:16]1[CH:21]=[CH:20][C:19]([C:22]2[N:23]=[C:24](Cl)[C:25]3[CH:30]=[C:29]([C:31]([F:34])([F:33])[F:32])[S:28][C:26]=3[N:27]=2)=[CH:18][CH:17]=1>>[CH3:13][O:14][C:15](=[O:36])[C:16]1[CH:21]=[CH:20][C:19]([C:22]2[N:23]=[C:24]([NH:8][CH2:7][CH2:6][C:5]3[CH:9]=[CH:10][C:11]4[O:12][CH2:1][O:2][C:3]=4[CH:4]=3)[C:25]3[CH:30]=[C:29]([C:31]([F:34])([F:33])[F:32])[S:28][C:26]=3[N:27]=2)=[CH:18][CH:17]=1. Procedure: The reaction procedure as above wherein 3,4-methylenedioxyphenethylamine is reacted with 4-(4-chloro-6-trifluoromethyl-thieno-[2,3-d]-pyrimidin-2-yl)-benzoic acid methylester yields 4-[4-(3,4-methylenedioxyphenethylamino)-6-trifluoromethyl-thieno-[2,3-d]-pyrimidin-2-yl]-benzoic acid methylester. Starting materials: BrC1=CC=C(C(=N1)C)C(=O)N1CCN(CC1)C1=NC=C(C=C1C)C1CC1 ((6-bromo-2-methylpyridin-3-yl)[4-(5-cyclopropyl-3-methylpyridin-2-yl)piperazin-1-yl]methanone), N1C(CCC1)=O (pyrrolidin-2-one). Product: C1(CC1)C=1C=C(C(=NC1)N1CCN(CC1)C(=O)C=1C=CC(=NC1C)N1C(CCC1)=O)C (1-{5-[4-(5-cyclopropyl-3-methylpyridin-2-yl)piperazine-1-carbonyl]-6-methylpyridin-2-yl}pyrrolidin-2-one). As a reaction SMILES: Br[C:2]1[N:7]=[C:6]([CH3:8])[C:5]([C:9]([N:11]2[CH2:16][CH2:15][N:14]([C:17]3[C:22]([CH3:23])=[CH:21][C:20]([CH:24]4[CH2:26][CH2:25]4)=[CH:19][N:18]=3)[CH2:13][CH2:12]2)=[O:10])=[CH:4][CH:3]=1.[NH:27]1[CH2:31][CH2:30][CH2:29][C:28]1=[O:32]>>[CH:24]1([C:20]2[CH:21]=[C:22]([CH3:23])[C:17]([N:14]3[CH2:15][CH2:16][N:11]([C:9]([C:5]4[CH:4]=[CH:3][C:2]([N:27]5[CH2:31][CH2:30][CH2:29][C:28]5=[O:32])=[N:7][C:6]=4[CH3:8])=[O:10])[CH2:12][CH2:13]3)=[N:18][CH:19]=2)[CH2:26][CH2:25]1. Procedure details: Using (6-bromo-2-methylpyridin-3-yl)[4-(5-cyclopropyl-3-methylpyridin-2-yl)piperazin-1-yl]methanone (150 mg) described in Preparation Example 249 and pyrrolidin-2-one (41 μL) and by the reaction and treatment in the same manner as in Example 262, the title compound (137 mg) was obtained. The reactants are BrC1=CC=C(C=C1)C(C(=O)O)O ((±)-4-bromo-α-hydroxyphenylacetic acid), CO (methanol), S(O)(O)(=O)=O (sulfuric acid). Solvent: O (water). Reaction conditions: time 3 hour. Yields the product BrC1=CC=C(C=C1)C(C(=O)OC)O ((±)-methyl 4-bromo-α-hydroxyphenylacetate). Yield: 92.0%. RXN SMILES: [Br:1][C:2]1[CH:7]=[CH:6][C:5]([CH:8]([OH:12])[C:9]([OH:11])=[O:10])=[CH:4][CH:3]=1.[CH3:13]O.S(=O)(=O)(O)O>O>[Br:1][C:2]1[CH:3]=[CH:4][C:5]([CH:8]([OH:12])[C:9]([O:11][CH3:13])=[O:10])=[CH:6][CH:7]=1. Reported procedure: A mixture of 20 g (87 mmol) of (±)-4-bromo-α-hydroxyphenylacetic acid, 200 ml of methanol and 2 ml of concentrated sulfuric acid was stirred for 3 hours at room temperature. To the mixture 50 ml of water was added. After the solution was extracted with ethyl acetate, the organic extract was washed with a saturated aqueous solution of sodium bicarbonate and then with water, and it was dried on anhydrous magnesium sulfate. After removing the solvent, the residue was purified by chromatography (elu... Starting materials: NNC(=S)N (thiosemicarbazide), FC1=C(C=C(C(=O)O)C=C1)C(CC)=O (4-Fluoro-3-propionylbenzoic acid), NN (hydrazine), O=P(Cl)(Cl)Cl (POCl3). Yields the product C(C)C1=NNC2=CC=C(C=C12)C1=NN=C(S1)N (5-(3-ethyl-1H-indazol-5-yl)-1,3,4-thiadiazol-2-amine). Reaction SMILES: F[C:2]1[CH:10]=[CH:9][C:5]([C:6](O)=O)=[CH:4][C:3]=1[C:11](=O)[CH2:12][CH3:13].[NH2:15][NH2:16].O=P(Cl)(Cl)Cl.[NH2:22][NH:23][C:24]([NH2:26])=[S:25]>>[CH2:12]([C:11]1[C:3]2[C:2](=[CH:10][CH:9]=[C:5]([C:6]3[S:25][C:24]([NH2:26])=[N:23][N:22]=3)[CH:4]=2)[NH:16][N:15]=1)[CH3:13]. Procedure: 4-Fluoro-3-propionylbenzoic acid was synthesized by treating the commercial available 3-bromo-4-fluorobenzoic acid with 1-ethoxyprop-1-ene (6 equivalents), palladium acetate (0.03 equivalents), 1,3-Bis-(diphenylphosphino)-propane (0.06 equivalents) and potassium carbonate (1.2 equivalents) in DMF and water under microwave at 130° C. for 3 hours following with an acid treatment. 3-Ethyl-1H-indazole-5-carboxylic acid was obtained by treating 4-Fluoro-3-propionylbenzoic acid with hydrazine under mi...